From a dataset of the Open Reaction Database (ORD), a public repository of structured organic reaction records. describe an organic reaction: reactants, conditions, products, and yield The reactants are COC=1C=C(C(=O)NC(C)(C2=CC=CC=C2)C)C=CC1 (3-methoxy-N-(1-methyl-1-phenylethyl)benzamide), CN(C)CCN(C)C (TMEDA), C(C)(CC)[Li].CCCCCC (sec-butyllithium hexane), CN(C)C=O (DMF). Run in C1CCOC1 (THF). Product: COC1=C2C(N(C(C2=CC=C1)=O)C(C)(C1=CC=CC=C1)C)O (4-methoxy-3-hydroxy-2-(1-methyl-1-phenylethyl)isoindolinone), COC1=CC=C2C(N(C(C2=C1)=O)C(C)(C1=CC=CC=C1)C)O (6-methoxy-3-hydroxy-2-(1-methyl-1-phenylethyl)isoindolinone). The yield is 17.0%. RXN SMILES: [CH3:1][O:2][C:3]1[CH:4]=[C:5]([CH:18]=[CH:19][CH:20]=1)[C:6]([NH:8][C:9]([CH3:17])([C:11]1[CH:16]=[CH:15][CH:14]=[CH:13][CH:12]=1)[CH3:10])=[O:7].CN(CCN(C)C)C.C([Li])(CC)C.CCCCCC.CN([CH:43]=[O:44])C>C1COCC1>[CH3:1][O:2][C:3]1[CH:20]=[CH:19][CH:18]=[C:5]2[C:4]=1[CH:43]([OH:44])[N:8]([C:9]([CH3:17])([C:11]1[CH:12]=[CH:13][CH:14]=[CH:15][CH:16]=1)[CH3:10])[C:6]2=[O:7].[CH3:1][O:2][C:3]1[CH:4]=[C:5]2[C:18]([CH:43]([OH:44])[N:8]([C:9]([CH3:17])([C:11]3[CH:12]=[CH:13][CH:14]=[CH:15][CH:16]=3)[CH3:10])[C:6]2=[O:7])=[CH:19][CH:20]=1 |f:2.3|. Procedure details: In a similar manner to Step 2 of Example 16, 3-methoxy-N-(1-methyl-1-phenylethyl)benzamide (6.00 g, 22.3 mmol) was dissolved in THF (240 mL), and the solution was treated with TMEDA (10.8 mL, 71.3 mmol), sec-butyllithium-hexane solution (0.99 mol/L, 72.0 mL, 71.3 mmol) and DMF (3.80 mL, 49.0 mmol), followed by purification by flash column chromatography (hexane/ethyl acetate=2/1, 1/1) to obtain 4-methoxy-3-hydroxy-2-(1-methyl-1-phenylethyl)isoindolinone (4.36 g, yield 66%) and 6-methoxy-3-hydrox...